Dataset: the Open Reaction Database (ORD), a public repository of structured organic reaction records. Task: describe an organic reaction: reactants, conditions, products, and yield Starting materials: C(C=C)ON(S(=O)(=O)C1=C(C=CC=C1)[N+](=O)[O-])[C@@H]1C(=C[C@H](N(C1)C(=O)OC(C)(C)C)CO)C ((2S,5R)-tert-butyl 5-(N-(allyloxy)-2-nitrophenylsulfonamido)-2-(hydroxymethyl)-4-methyl-5,6-dihydropyridine-1(2H)-carboxylate), C(C=C)ON(S(=O)(=O)C1=C(C=CC=C1)[N+](=O)[O-])[C@@H]1C(=C[C@H](N(C1)C(=O)OC(C)(C)C)CO[Si](C)(C)C(C)(C)C)C(C)C ((2S,5R)-tert-butyl 5-(N-(allyloxy)-2-nitrophenylsulfonamido)-2-((tert-butyldimethylsilyloxy)methyl)-4-isopropyl-5,6-dihydropyridine-1(2H)-carboxylate), C(C=C)ON(S(=O)(=O)C1=C(C=CC=C1)[N+](=O)[O-])[C@@H]1C(=C[C@H](N(C1)C(=O)OC(C)(C)C)CO[Si](C)(C)C(C)(C)C)C(C)C ((2S,5R)-tert-butyl 5-(N-(allyloxy)-2-nitrophenylsulfonamido)-2-((tert-butyldimethylsilyloxy)methyl)-4-isopropyl-5,6-dihydropyridine-1(2H)-carboxylate). Product: C(C=C)ON(S(=O)(=O)C1=C(C=CC=C1)[N+](=O)[O-])[C@@H]1C(=C[C@H](N(C1)C(=O)OC(C)(C)C)CO)C(C)C ((2S,5R)-tert-butyl 5-(N-(allyloxy)-2-nitrophenylsulfonamido)-2-(hydroxymethyl)-4-isopropyl-5,6-dihydropyridine-1(2H)-carboxylate), foam. The yield is 87.0%. Reaction SMILES: [CH2:1]([O:4][N:5]([C@H:18]1[CH2:23][N:22]([C:24]([O:26][C:27]([CH3:30])([CH3:29])[CH3:28])=[O:25])[C@H:21]([CH2:31][O:32][Si](C(C)(C)C)(C)C)[CH:20]=[C:19]1[CH:40]([CH3:42])[CH3:41])[S:6]([C:9]1[CH:14]=[CH:13][CH:12]=[CH:11][C:10]=1[N+:15]([O-:17])=[O:16])(=[O:8])=[O:7])[CH:2]=[CH2:3].C(ON([C@H]1CN(C(OC(C)(C)C)=O)[C@H](CO)C=C1C)S(C1C=CC=CC=1[N+]([O-])=O)(=O)=O)C=C>>[CH2:1]([O:4][N:5]([C@H:18]1[CH2:23][N:22]([C:24]([O:26][C:27]([CH3:28])([CH3:29])[CH3:30])=[O:25])[C@H:21]([CH2:31][OH:32])[CH:20]=[C:19]1[CH:40]([CH3:42])[CH3:41])[S:6]([C:9]1[CH:14]=[CH:13][CH:12]=[CH:11][C:10]=1[N+:15]([O-:17])=[O:16])(=[O:8])=[O:7])[CH:2]=[CH2:3]. Procedure: The title compound was prepared from (2S,5R)-tert-butyl 5-(N-(allyloxy)-2-nitrophenylsulfonamido)-2-((tert-butyldimethylsilyloxy)methyl)-4-isopropyl-5,6-dihydropyridine-1(2H)-carboxylate (Intermediate 37, 0.361 g, 0.58 mmol) following the procedure described for Intermediate 18. The desired product was obtained as a tan foam (0.257 g, 87%). Procedure details: A solution of 0.59 ml of methylhydrazine in 20 ml of methanol was added dropwise to an ice-cold solution of 2.2 g of 4,5,6,7-tetrahydro-1,6,6-trimethyl-4-oxo-1H-indazole-5-carboxaldehyde in 80 ml of methanol. The solution was heated at reflux for 45 minutes and the solvent was removed under reduced pressure. The residue was dissolved in hot toluene and cooled to provide off-white crystals which were recrystallized from toluene to give 2,4,5,6-tetrahydro-2,4,4,6-tetramethylbenzo[1,2-c:3,4-c']dipy... Yields the product CN1N=C2C(=C1)C(CC=1N(N=CC12)C)(C)C (2,4,5,6-tetrahydro-2,4,4,6-tetramethylbenzo[1,2-c:3,4-c']dipyrazole). Starting materials: CNN (methylhydrazine), ice, CN1N=CC=2C(C(C(CC12)(C)C)C=O)=O (4,5,6,7-tetrahydro-1,6,6-trimethyl-4-oxo-1H-indazole-5-carboxaldehyde). RXN SMILES: [CH3:1][NH:2][NH2:3].[CH3:4][N:5]1[C:13]2[CH2:12][C:11]([CH3:15])([CH3:14])[CH:10]([CH:16]=O)[C:9](=O)[C:8]=2[CH:7]=[N:6]1>CO>[CH3:1][N:2]1[CH:16]=[C:10]2[C:11]([CH3:15])([CH3:14])[CH2:12][C:13]3[N:5]([CH3:4])[N:6]=[CH:7][C:8]=3[C:9]2=[N:3]1. The solvent is CO (methanol), CO (methanol). Starting materials: ClC1=CC=C(C=C1)C=1C(=NC=C(C(=O)O)C1)O[C@H](C(F)(F)F)C ((S)-5-(4-chlorophenyl)-6-(1,1,1-trifluoropropan-2-yloxy)nicotinic acid), Cl.FC(C1=NOC(=N1)CN)(F)F (C-(3-trifluoromethyl-[1,2,4]oxadiazol-5-yl)-methylamine hydrochloride). The product is ClC1=CC=C(C=C1)C=1C(=NC=C(C(=O)NCC2=NC(=NO2)C(F)(F)F)C1)O[C@H](C(F)(F)F)C ((S)-5-(4-chlorophenyl)-N-((3-(trifluoromethyl)-1,2,4-oxadiazol-5-yl)methyl)-6-(1,1,1-trifluoropropan-2-yloxy)nicotinamide). RXN SMILES: [Cl:1][C:2]1[CH:7]=[CH:6][C:5]([C:8]2[C:9]([O:17][C@@H:18]([CH3:23])[C:19]([F:22])([F:21])[F:20])=[N:10][CH:11]=[C:12]([CH:16]=2)[C:13]([OH:15])=O)=[CH:4][CH:3]=1.Cl.[F:25][C:26]([F:35])([F:34])[C:27]1[N:31]=[C:30]([CH2:32][NH2:33])[O:29][N:28]=1>>[Cl:1][C:2]1[CH:3]=[CH:4][C:5]([C:8]2[C:9]([O:17][C@@H:18]([CH3:23])[C:19]([F:20])([F:22])[F:21])=[N:10][CH:11]=[C:12]([CH:16]=2)[C:13]([NH:33][CH2:32][C:30]2[O:29][N:28]=[C:27]([C:26]([F:35])([F:34])[F:25])[N:31]=2)=[O:15])=[CH:6][CH:7]=1 |f:1.2|. Procedure details: The title compound was synthesized in analogy to Example 1, using (S)-5-(4-chlorophenyl)-6-(1,1,1-trifluoropropan-2-yloxy)nicotinic acid (Example AO) and C-(3-trifluoromethyl-[1,2,4]oxadiazol-5-yl)-methylamine hydrochloride (CAS registry No. 944905-93-5; example AK) as starting materials; MS: 493.1 (M−H)−.